This data is from the Open Reaction Database (ORD), a public repository of structured organic reaction records. The task is: describe an organic reaction: reactants, conditions, products, and yield Reactants: [H-].[Na+] (NaH), CN1C(N(C(C2=C1C(=CN2)C)=O)C)=O (1,3,7-Trimethyl-1H-pyrrolo[3,2-d]pyrimidine-2,4(3H,5H)-dione), BrCC(=O)NC=1SC=C(N1)C1=CC(=C(C(=C1)F)OCC(C)C)F (2-bromo-N-{4-[4-(2-methylpropoxy)-3,5-difluorophenyl]-1,3-thiazol-2-yl}acetamide). The solvent is CN(C)C=O (DMF). The product is CN1C(N(C(C2=C1C=CN2CC(=O)NC=2SC=C(N2)C2=CC(=C(C(=C2)F)OCC(C)C)F)=O)C)=O (2-(1,3-Dimethyl-2,4-dioxo-1,2,3,4-tetrahydro-5H-pyrrolo[3,2-d]pyrimidin-5-yl)-N-{4-[4-(2-methylpropoxy)-3,5-difluorophenyl]-1,3-thiazol-2-yl}acetamide), product. RXN SMILES: [CH3:1][N:2]1[C:7]2[C:8](C)=[CH:9][NH:10][C:6]=2[C:5](=[O:12])[N:4]([CH3:13])[C:3]1=[O:14].Br[CH2:16][C:17]([NH:19][C:20]1[S:21][CH:22]=[C:23]([C:25]2[CH:30]=[C:29]([F:31])[C:28]([O:32][CH2:33][CH:34]([CH3:36])[CH3:35])=[C:27]([F:37])[CH:26]=2)[N:24]=1)=[O:18].[H-].[Na+]>CN(C=O)C>[CH3:1][N:2]1[C:7]2[CH:8]=[CH:9][N:10]([CH2:16][C:17]([NH:19][C:20]3[S:21][CH:22]=[C:23]([C:25]4[CH:26]=[C:27]([F:37])[C:28]([O:32][CH2:33][CH:34]([CH3:35])[CH3:36])=[C:29]([F:31])[CH:30]=4)[N:24]=3)=[O:18])[C:6]=2[C:5](=[O:12])[N:4]([CH3:13])[C:3]1=[O:14] |f:2.3|. Reported procedure: The title compound was prepared according to the general procedure (Method A) by coupling Intermediate 1 (50 mg, 0.279 mmol) with 2-bromo-N-{4-[4-(2-methylpropoxy)-3,5-difluorophenyl]-1,3-thiazol-2-yl}acetamide (135 mg, 0.334 mmol) in the presence of NaH (10 mg, 0.416 mmol) in dry DMF (5.0 mL) to give 45 mg of the product as an off-white solid; 1H NMR (δ ppm, 300 MHz, DMSO-d6) 0.98 (d, J=6.9 Hz, 6H), 1.96-2.04 (m, 1H), 3.17 (s, 3H), 3.33 (s, 3H), 3.91 (d, J=6.3 Hz, 2H), 5.32 (s, 2H), 6.22 (s, 1H... Reactants: solution, B(Br)(Br)Br (BBr3), C(C)OC=1C(=CC2=C(C(=NCC(N2CC)=O)C2=CC=CC=C2)C1)OCC (7,8-diethoxy-1-ethyl-5-phenyl-1,3-dihydro-2H-1,4-benzodiazepin-2-one). Solvent: C(Cl)Cl (CH2Cl2), ClCCl (dichloromethane). Reaction conditions: time 12 hour. The product is C(C)N1C(CN=C(C2=C1C=C(C(=C2)O)O)C2=CC=CC=C2)=O (1-ethyl-7,8-dihydroxy-5-phenyl-1,3-dihydro-2H-1,4-benzodiazepin-2-one). Yield: 16.3%. As a reaction SMILES: B(Br)(Br)Br.C([O:7][C:8]1[C:9]([O:28]CC)=[CH:10][C:11]2[N:17]([CH2:18][CH3:19])[C:16](=[O:20])[CH2:15][N:14]=[C:13]([C:21]3[CH:26]=[CH:25][CH:24]=[CH:23][CH:22]=3)[C:12]=2[CH:27]=1)C>C(Cl)Cl>[CH2:18]([N:17]1[C:11]2[CH:10]=[C:9]([OH:28])[C:8]([OH:7])=[CH:27][C:12]=2[C:13]([C:21]2[CH:22]=[CH:23][CH:24]=[CH:25][CH:26]=2)=[N:14][CH2:15][C:16]1=[O:20])[CH3:19]. Procedure details: Add dropwise at 0° C. under an inert atmosphere, 0.68 ml of a 1 M solution of BBr3 (0.68 mmol) in CH2Cl2 on 200 mg (0.62 mmol) of 7,8-diethoxy-1-ethyl-5-phenyl-1,3-dihydro-2H-1,4-benzodiazepin-2-one (IIbg) in 5 ml of dichloromethane. Stir at room temperature for 12 hours. Quench at 0° C. with methanol. Evaporate to dryness. Triturate again and evaporate. Purify by chromatography (AcOEt). Recrystallize in EtO2/pentane. One obtains 30 mg of the abovenamed product as a yellow powder. Yield: 16%. M:... Starting materials: CCOC(=O)C=CC=Cc1ccc(OC)cc1OC, CO, [Na+], [OH-], O. The product is COc1ccc(C=CC=CC(=O)O)c(OC)c1. Reaction SMILES: [CH3:1][O:2][c:3]1[c:4]([CH:11]=[CH:12][CH:13]=[CH:14][C:15](=[O:16])[O:17][CH2:18][CH3:19])[cH:5][cH:6][c:7]([O:9][CH3:10])[cH:8]1.[CH3:20][OH:21].[Na+:23].[OH-:22].[OH2:24]>>[CH3:1][O:2][c:3]1[c:4]([CH:11]=[CH:12][CH:13]=[CH:14][C:15](=[O:16])[OH:17])[cH:5][cH:6][c:7]([O:9][CH3:10])[cH:8]1. Starting materials: CC1=NC(=NC(=C1)C)O[C@H](C(=O)O)[C@@]1(C2=C(N(C(CN1)=O)C)C=CC=C2)C2=CC=CC=C2 ((±)-(S*)-(4,6-dimethyl-pyrimidin-2-yloxy)-((5S*)-1-methyl-2-oxo-5-phenyl-2,3,4,5-tetrahydro-1H-benzo[e][1,4]diazepin-5-yl)-acetic acid), CO (methanol). The reagents and catalysts are [Pd] (Pd/C). The solvent is O (water), C=O (formaldehyde). Conditions: time 18 hour. Product: CN1C(CN([C@](C2=C1C=CC=C2)(C2=CC=CC=C2)[C@@H](C(=O)O)OC2=NC(=CC(=N2)C)C)C)=O ((±)-(S*)-((5S*)-1,4-dimethyl-2-oxo-5-phenyl-2,3,4,5-tetrahydro-1H-benzo[e][1,4]diazepin-5-yl)-(4,6-dimethyl-pyrimidin-2-yloxy)-acetic acid). As a reaction SMILES: [CH3:1][C:2]1[CH:7]=[C:6]([CH3:8])[N:5]=[C:4]([O:9][C@@H:10]([C@@:14]2([C:27]3[CH:32]=[CH:31][CH:30]=[CH:29][CH:28]=3)[NH:20][CH2:19][C:18](=[O:21])[N:17]([CH3:22])[C:16]3[CH:23]=[CH:24][CH:25]=[CH:26][C:15]2=3)[C:11]([OH:13])=[O:12])[N:3]=1.[CH3:33]O>O.C=O.[Pd]>[CH3:22][N:17]1[C:16]2[CH:23]=[CH:24][CH:25]=[CH:26][C:15]=2[C@:14]([C@H:10]([O:9][C:4]2[N:3]=[C:2]([CH3:1])[CH:7]=[C:6]([CH3:8])[N:5]=2)[C:11]([OH:13])=[O:12])([C:27]2[CH:28]=[CH:29][CH:30]=[CH:31][CH:32]=2)[N:20]([CH3:33])[CH2:19][C:18]1=[O:21]. Procedure details: Pd/C (100 mg, 10% Pd) is added to a solution of (±)-(S*)-(4,6-dimethyl-pyrimidin-2-yloxy)-((5S*)-1-methyl-2-oxo-5-phenyl-2,3,4,5-tetrahydro-1H-benzo[e][1,4]diazepin-5-yl)-acetic acid (100 mg, 0.231 mmol, Example 49) in water (8 ml), methanol (8 ml) and aq. formaldehyde solution (0.2 ml, 36%). The mixture is stirred at rt under 3 atm H2 for 18 h before the catalyst is filtered off. The organic solvent of the filtrate is evaporated and the remaining aq. phase is extracted three times with DCM. The... Starting materials: NC1CCC2=CC=CC=C12 ((+/−)-1-aminoindan), COC=1C=C2CNC(NC2=CC1)=S (6-methoxy-3,4-dihydro-1H-quinazoline-2-thione), COC=1C=C2CNC(NC2=CC1)=S (6-Methoxy-3,4-dihydro-1H-quinazoline-2-thione). Product: C1(CCC2=CC=CC=C12)NC1=NC2=CC=C(C=C2CN1)OC (Indan-1-yl-(6-methoxy-3,4-dihydro-quinazolin-2-yl)-amine). As a reaction SMILES: [NH2:1][CH:2]1[C:10]2[C:5](=[CH:6][CH:7]=[CH:8][CH:9]=2)[CH2:4][CH2:3]1.[CH3:11][O:12][C:13]1[CH:14]=[C:15]2[C:20](=[CH:21][CH:22]=1)[NH:19][C:18](=S)[NH:17][CH2:16]2>>[CH:2]1([NH:1][C:18]2[NH:17][CH2:16][C:15]3[C:20](=[CH:21][CH:22]=[C:13]([O:12][CH3:11])[CH:14]=3)[N:19]=2)[C:10]2[C:5](=[CH:6][CH:7]=[CH:8][CH:9]=2)[CH2:4][CH2:3]1. Procedure: The title compound (MS: m/e=294.2 [M+H+]) was prepared in analogy to example 1(b) from (+/−)-1-aminoindan and 6-methoxy-3,4-dihydro-1H-quinazoline-2-thione. 6-Methoxy-3,4-dihydro-1H-quinazoline-2-thione can be prepared by the method of Manetsch, Roman; Zheng, Lei; Reymond, Martine T.; Woggon, Wolf-Dietrich; Reymond, Jean-Louis Chemistry—A European Journal 2004, 10(10), 2487-2506. Starting materials: NC1(CCC1)C1=CC=C(C=C1)C1=C(OC2=CC=C(C=C2C1=O)F)C1=CC=CC=C1 (3-[4-(1-amino-cyclobutyl)-phenyl]-6-fluoro-2-phenyl-chromen-4-one), C(C)(C)(C)OC(NC1(CCC1)C1=CC=C(C=C1)C1=C(OC2=CC(=C(C=C2C1=O)C(N)=O)OC)C1=CC=CC=C1)=O ({1-[4-(6-carbamoyl-7-methoxy-4-oxo-2-phenyl-4H-chromen-3-yl)-phenyl]-cyclobutyl}-carbamic acid tert-butylester). Procedure details: Following the procedure used to prepare 3-[4-(1-amino-cyclobutyl)-phenyl]-6-fluoro-2-phenyl-chromen-4-one, {1-[4-(6-carbamoyl-7-methoxy-4-oxo-2-phenyl-4H-chromen-3-yl)-phenyl]-cyclobutyl}-carbamic acid tert-butylester (40 mg, 0.074 mmol) was reacted to give the title compound (19 mg, 58%). LCMS (Method E): RT=3.15 min, [M+H]+=441. 1H NMR (400 MHz, DMSO-d6): δ 8.44 (s, 1H), 7.68 (d, J=7.7 Hz, 2H), 7.41-7.26 (m, 8H), 7.10 (d, J=8.3 Hz, 2H), 3.98 (s, 3H), 3.27 (s, 2H), 2.39-2.29 (m, 2H), 2.11-2.02 ... Isolated yield 58.3%. Product: NC1(CCC1)C1=CC=C(C=C1)C1=C(OC2=CC(=C(C=C2C1=O)C(=O)N)OC)C1=CC=CC=C1 (3-[4-(1-Amino-cyclobutyl)-phenyl]-7-methoxy-4-oxo-2-phenyl-4H-chromene-6-carboxylic acid amide). Reaction SMILES: NC1(C2C=CC(C3C(=O)C4C(=CC=C(F)C=4)OC=3C3C=CC=CC=3)=CC=2)CCC1.C(OC(=O)[NH:36][C:37]1([C:41]2[CH:46]=[CH:45][C:44]([C:47]3[C:56](=[O:57])[C:55]4[C:50](=[CH:51][C:52]([O:61][CH3:62])=[C:53]([C:58](=[O:60])[NH2:59])[CH:54]=4)[O:49][C:48]=3[C:63]3[CH:68]=[CH:67][CH:66]=[CH:65][CH:64]=3)=[CH:43][CH:42]=2)[CH2:40][CH2:39][CH2:38]1)(C)(C)C>>[NH2:36][C:37]1([C:41]2[CH:42]=[CH:43][C:44]([C:47]3[C:56](=[O:57])[C:55]4[C:50](=[CH:51][C:52]([O:61][CH3:62])=[C:53]([C:58]([NH2:59])=[O:60])[CH:54]=4)[O:49][C:48]=3[C:63]3[CH:64]=[CH:65][CH:66]=[CH:67][CH:68]=3)=[CH:45][CH:46]=2)[CH2:38][CH2:39][CH2:40]1.